This data is from the Open Reaction Database (ORD), a public repository of structured organic reaction records. The task is: describe an organic reaction: reactants, conditions, products, and yield The reactants are C(C)S (ethanethiol), ClC1=CC=CC(=N1)C1=NN2C(C=CC=C2)=C1C1=CC=NC2=CC=CC=C12 (4-[2-(6-chloro-pyridin-2-yl)-pyrazolo[1,5-a]pyridin-3-yl]-quinoline), [H-].[Na+] (sodium hydride). Solvent: C(Cl)Cl (methylene chloride), CN(C)C=O (DMF). Product: C(C)SC1=CC=CC(=N1)C1=NN2C(C=CC=C2)=C1C1=CC=NC2=CC=CC=C12 (4-[2-(6-Ethylsulfanyl-pyridin-2-yl)-pyrazolo[1,5-a]-pyridin-3-yl]-quinoline). Yield: 91.5%. Reaction SMILES: [CH2:1]([SH:3])[CH3:2].Cl[C:5]1[N:10]=[C:9]([C:11]2[C:19]([C:20]3[C:29]4[C:24](=[CH:25][CH:26]=[CH:27][CH:28]=4)[N:23]=[CH:22][CH:21]=3)=[C:14]3[CH:15]=[CH:16][CH:17]=[CH:18][N:13]3[N:12]=2)[CH:8]=[CH:7][CH:6]=1.[H-].[Na+]>CN(C=O)C.C(Cl)Cl>[CH2:1]([S:3][C:5]1[N:10]=[C:9]([C:11]2[C:19]([C:20]3[C:29]4[C:24](=[CH:25][CH:26]=[CH:27][CH:28]=4)[N:23]=[CH:22][CH:21]=3)=[C:14]3[CH:15]=[CH:16][CH:17]=[CH:18][N:13]3[N:12]=2)[CH:8]=[CH:7][CH:6]=1)[CH3:2] |f:2.3|. Reported procedure: Add ethanethiol (0.71 mL, 0.96 mmol) to a solution of 4-[2-(6-chloro-pyridin-2-yl)-pyrazolo[1,5-a]pyridin-3-yl]-quinoline (37 mg, 0.1 mmol) in DMF (2.5 mL) at 0° C. Add sodium hydride (38 mg, 0.96 mmol), stir the mixture at room temperature for 72 hours. Dilute the reaction mixture with methylene chloride (50 mL) and wash with water (2×50 mL), brine (1×50 mL). Dry the combined organic layers with sodium sulfate and concentrate. Purify the residue by flash column chromatography (SiO2, 50% ethyl a...